This data is from the Open Reaction Database (ORD), a public repository of structured organic reaction records. The task is: describe an organic reaction: reactants, conditions, products, and yield Starting materials: C(=O)N1CCC(=CC2=C1C=CC(=C2)C2=CC=C(C=C2)OCCC)C(=O)OC (methyl 1-formyl-7-(4-propoxyphenyl)-2,3-dihydro-1H-1-benzazepine-4-carboxylate), [OH-].[Na+] (sodium hydroxide), Cl (hydrochloric acid). Run in C1CCOC1 (THF), C(C)O (ethanol). Reaction conditions: time 16 hour. The product is C(=O)N1CCC(=CC2=C1C=CC(=C2)C2=CC=C(C=C2)OCCC)C(=O)O (1-formyl-7-(4-propoxyphenyl)-2,3-dihydro-1H-1-benzazepine-4-carboxylic acid). Isolated yield 100.0%. As a reaction SMILES: [CH:1]([N:3]1[C:9]2[CH:10]=[CH:11][C:12]([C:14]3[CH:19]=[CH:18][C:17]([O:20][CH2:21][CH2:22][CH3:23])=[CH:16][CH:15]=3)=[CH:13][C:8]=2[CH:7]=[C:6]([C:24]([O:26]C)=[O:25])[CH2:5][CH2:4]1)=[O:2].[OH-].[Na+].Cl>C1COCC1.C(O)C>[CH:1]([N:3]1[C:9]2[CH:10]=[CH:11][C:12]([C:14]3[CH:19]=[CH:18][C:17]([O:20][CH2:21][CH2:22][CH3:23])=[CH:16][CH:15]=3)=[CH:13][C:8]=2[CH:7]=[C:6]([C:24]([OH:26])=[O:25])[CH2:5][CH2:4]1)=[O:2] |f:1.2|. Procedure: In a mixture of THF and ethanol (1:1, v/v. 24.0 ml) was dissolved methyl 1-formyl-7-(4-propoxyphenyl)-2,3-dihydro-1H-1-benzazepine-4-carboxylate (501 mg). To the solution was added 1N sodium hydroxide solution (15.0 ml), and the mixture was stirred at room temperature for 16 hours. The mixture was a little concentrated, and to the residue was added 1N hydrochloric acid to convert weakly acidic solution. The mixture was extracted with ethyl acetate. The organic layer was washed with water and sat... Reactants: CC1=C(C(=O)CC(=O)OCC)C=CC(=C1)Br (ethyl 2-methyl-4-bromobenzoylacetate), OC1C2=CC=CC=C2OC=2C=CC=CC12 (9-hydroxyxanthene), Example 1 ( iii ). The solvent is C(C)O.C(C)(=O)O (ethanol acetic acid). Product: BrC1=CC(=C(C(=O)C(C(=O)OCC)C2C3=CC=CC=C3OC=3C=CC=CC23)C=C1)C (ethyl 2-(4-bromo-2-methylbenzoyl)-2-(9H-xanthen-9-yl)acetate). RXN SMILES: [CH3:1][C:2]1[CH:15]=[C:14]([Br:16])[CH:13]=[CH:12][C:3]=1[C:4]([CH2:6][C:7]([O:9][CH2:10][CH3:11])=[O:8])=[O:5].O[CH:18]1[C:31]2[CH:30]=[CH:29][CH:28]=[CH:27][C:26]=2[O:25][C:24]2[C:19]1=[CH:20][CH:21]=[CH:22][CH:23]=2>C(O)C.C(O)(=O)C>[Br:16][C:14]1[CH:13]=[CH:12][C:3]([C:4]([CH:6]([CH:18]2[C:19]3[CH:20]=[CH:21][CH:22]=[CH:23][C:24]=3[O:25][C:26]3[C:31]2=[CH:30][CH:29]=[CH:28][CH:27]=3)[C:7]([O:9][CH2:10][CH3:11])=[O:8])=[O:5])=[C:2]([CH3:1])[CH:15]=1 |f:2.3|. Procedure details: A solution of ethyl 2-methyl-4-bromobenzoylacetate (18.5 g, 65.0 mmol) was heated at 60° C. with 9-hydroxyxanthene (14.2 g, 71.5 mmol) in ethanol-acetic acid (1:1, 200 ml) for 40 h. The product was isolated as in Example 1 (iii), except the aqueous phase was extracted with diethyl ether. The crude product was purified on flash silica eluting with hexane-dichloromethane (3:2 then 1:1) to give ethyl 2-(4-bromo-2-methylbenzoyl)-2-(9H-xanthen-9-yl)acetate as an oil. Starting materials: CCCC[Sn](CCCC)(CCCC)c1ccncc1, Fc1cc(Br)cc(OCc2ccccc2)c1, C1COCCO1, [Pd], c1ccc(P(c2ccccc2)c2ccccc2)cc1, c1ccc(P(c2ccccc2)c2ccccc2)cc1, c1ccc(P(c2ccccc2)c2ccccc2)cc1, c1ccc(P(c2ccccc2)c2ccccc2)cc1. Yields the product Fc1cc(OCc2ccccc2)cc(-c2ccncc2)c1. RXN SMILES: [CH2:1]([Sn:2]([CH2:3][CH2:4][CH2:5][CH3:12])([c:6]1[cH:7][cH:8][n:9][cH:10][cH:11]1)[CH2:13][CH2:14][CH2:15][CH3:16])[CH2:17][CH2:18][CH3:19].[CH2:20]([c:21]1[cH:22][cH:23][cH:24][cH:25][cH:26]1)[O:27][c:28]1[cH:29][c:30]([Br:35])[cH:31][c:32]([F:34])[cH:33]1.[O:36]1[CH2:37][CH2:38][O:39][CH2:40][CH2:41]1.[Pd:42].[c:100]1([P:101]([c:102]2[cH:103][cH:104][cH:105][cH:106][cH:107]2)[c:108]2[cH:109][cH:110][cH:111][cH:112][cH:113]2)[cH:114][cH:115][cH:116][cH:117][cH:118]1.[c:43]1([P:44]([c:45]2[cH:46][cH:47][cH:48][cH:49][cH:50]2)[c:51]2[cH:52][cH:53][cH:54][cH:55][cH:56]2)[cH:57][cH:58][cH:59][cH:60][cH:61]1.[c:62]1([P:63]([c:64]2[cH:65][cH:66][cH:67][cH:68][cH:69]2)[c:70]2[cH:71][cH:72][cH:73][cH:74][cH:75]2)[cH:76][cH:77][cH:78][cH:79][cH:80]1.[c:81]1([P:82]([c:83]2[cH:84][cH:85][cH:86][cH:87][cH:88]2)[c:89]2[cH:90][cH:91][cH:92][cH:93][cH:94]2)[cH:95][cH:96][cH:97][cH:98][cH:99]1>>[c:6]1(-[c:30]2[cH:29][c:28]([O:27][CH2:20][c:21]3[cH:22][cH:23][cH:24][cH:25][cH:26]3)[cH:33][c:32]([F:34])[cH:31]2)[cH:7][cH:8][n:9][cH:10][cH:11]1. Reactants: COCOc1cc2c(cc1[N+](=O)[O-])C(O)=C(Br)C(C)(C)O2, [Na+], C1COCCO1, [OH-], O. The product is COCOc1cc2c(cc1[N+](=O)[O-])C1OC1C(C)(C)O2. RXN SMILES: [Br:1][C:2]1=[C:7]([OH:8])[c:6]2[c:5]([cH:12][c:11]([O:13][CH2:14][O:15][CH3:16])[c:10]([N+:17](=[O:18])[O-:19])[cH:9]2)[O:4][C:3]1([CH3:20])[CH3:21].[Na+:23].[O:25]1[CH2:26][CH2:27][O:28][CH2:29][CH2:30]1.[OH-:22].[OH2:24]>>[CH:2]12[C:3]([CH3:20])([CH3:21])[O:4][c:5]3[c:6]([cH:9][c:10]([N+:17](=[O:18])[O-:19])[c:11]([O:13][CH2:14][O:15][CH3:16])[cH:12]3)[CH:7]1[O:8]2. Starting materials: [Na] (sodium), [Cl-].[NH4+] (Ammonium chloride), C(C)(C)(C)OC(=O)N[C@@H]1C(N([C@H]1C1CCCCC1)OC)=O ((trans)-3-(t-Butoxycarbonylamino)-4-cyclohexyl-1-methoxy-2-azetidinone), N (ammonia), [Na] (Sodium). The solvent is liquid. Run at time 5 minute. The product is C(C)(C)(C)OC(=O)N[C@@H]1C(N[C@H]1C1CCCCC1)=O ((trans)-3-(t-Butoxycarbonylamino)-4-cyclohexyl-2-azetidinone). RXN SMILES: [C:1]([O:5][C:6]([NH:8][C@H:9]1[C@H:12]([CH:13]2[CH2:18][CH2:17][CH2:16][CH2:15][CH2:14]2)[N:11](OC)[C:10]1=[O:21])=[O:7])([CH3:4])([CH3:3])[CH3:2].N.[Na].[Cl-].[NH4+]>>[C:1]([O:5][C:6]([NH:8][C@H:9]1[C@H:12]([CH:13]2[CH2:14][CH2:15][CH2:16][CH2:17][CH2:18]2)[NH:11][C:10]1=[O:21])=[O:7])([CH3:4])([CH3:2])[CH3:3] |f:3.4,^1:22|. Reported procedure: (trans)-3-(t-Butoxycarbonylamino)-4-cyclohexyl-1-methoxy-2-azetidinone (1 g) is added to 50 ml of liquid ammonia with stirring. Sodium (0.154 g) is added in 5 to 6 portions within 5 minutes. After this time an additional amount of 0.025 g sodium is added and stirring is continued for 5 minutes. Ammonium chloride (0.89 g) is added and the ammonia is removed. The residue is extracted with warm ethyl acetate. The organic extract is evaporated to dryness and the remaining crystals of the title compo... Reactants: ice, Cl.CNO (N-methylhydroxylamine hydrochloride), C([O-])(O)=O.[Na+] (sodium bicarbonate), ClC1=C(C(=O)O)C=CC=C1[N+](=O)[O-] (2-chloro-3-nitrobenzoic acid), S(=O)(Cl)Cl (thionyl chloride). The solvent is O (water), CCOCC (ether), O (water), C1(=CC=CC=C1)C (toluene). Conditions: time 4 hour. The product is CN(C(C1=C(C(=CC=C1)[N+](=O)[O-])Cl)=O)O (N-methyl-N-hydroxy-2-chloro-3-nitrobenzamide). The yield is 89.5%. Reaction SMILES: [Cl:1][C:2]1[C:10]([N+:11]([O-:13])=[O:12])=[CH:9][CH:8]=[CH:7][C:3]=1[C:4](O)=[O:5].S(Cl)(Cl)=O.Cl.[CH3:19][NH:20][OH:21].C(=O)(O)[O-].[Na+]>C1(C)C=CC=CC=1.O.CCOCC>[CH3:19][N:20]([OH:21])[C:4](=[O:5])[C:3]1[CH:7]=[CH:8][CH:9]=[C:10]([N+:11]([O-:13])=[O:12])[C:2]=1[Cl:1] |f:2.3,4.5|. Reported procedure: To a stirred solution of 2-chloro-3-nitrobenzoic acid (6.0 grams, 0.031 mole) in toluene (100 mL) was added thionyl chloride (6.8 mL, 0.092 mole). Upon completion of addition, the reaction mixture was heated to reflux where it stirred for four hours. After this time, the reaction mixture was filtered and concentrated. The concentrate was taken up in ether and added dropwise to an ice-cold solution of N-methylhydroxylamine hydrochloride (2.6 g, 0.031 mole), sodium bicarbonate (5.5 g, 0.065 mole),...